Dataset: the Open Reaction Database (ORD), a public repository of structured organic reaction records. Task: describe an organic reaction: reactants, conditions, products, and yield Starting materials: O (Water), CC1(OC2=C(NC1=O)C=C(C=C2)C(=O)OC)C (2,2-dimethyl-6-methoxycarbonyl-3-oxo-3,4-dihydro-2H-1,4-benzoxazine), [H-].[Na+] (sodium hydride), C(C)I (ethyl iodide). Solvent: C(C)(=O)OCC (ethyl acetate), CN(C=O)C (dimethylformamide). Conditions: temperature 50 celsius, time 1 hour. Yields the product CC1(OC2=C(N(C1=O)CC)C=C(C=C2)C(=O)OC)C (2,2-dimethyl-4-ethyl-6-methoxycarbonyl-3-oxo-3,4-dihydro-2H-1,4-benzoxazine). The yield is 95.3%. Reaction SMILES: [CH3:1][C:2]1([CH3:17])[C:7](=[O:8])[NH:6][C:5]2[CH:9]=[C:10]([C:13]([O:15][CH3:16])=[O:14])[CH:11]=[CH:12][C:4]=2[O:3]1.[H-].[Na+].[CH2:20](I)[CH3:21].O>CN(C)C=O.C(OCC)(=O)C>[CH3:1][C:2]1([CH3:17])[C:7](=[O:8])[N:6]([CH2:20][CH3:21])[C:5]2[CH:9]=[C:10]([C:13]([O:15][CH3:16])=[O:14])[CH:11]=[CH:12][C:4]=2[O:3]1 |f:1.2|. Procedure details: To a solution of 2,2-dimethyl-6-methoxycarbonyl-3-oxo-3,4-dihydro-2H-1,4-benzoxazine [prepared in Preparation 6(1)] (1.50 g) in dimethylformamide (20 ml) were added 60% sodium hydride (in oil) (0.3 g) and ethyl iodide (1.1 g) and the mixture was stirred at 50° C. for 1 hour. Water was added to the reaction solution and extraction with ethyl acetate was conducted. The solvent was distilled off under reduced pressure and the resulting residue was subjected to purification by column chromatography ... Starting materials: COC=1C=CC2=C(SC(=C2)B(O)O)C1 (6-methoxy-benzo[b]thiophen-2-boronic acid), ClC1=NC(=NC=C1)NC1CC(NC(C1)(C)C)(C)C ((4-Chloro-pyrimidin-2-yl)-(2,2,6,6-tetramethyl-piperidin-4-yl)-amine). Yields the product COC=1C=CC2=C(SC(=C2)C2=NC(=NC=C2)NC2CC(NC(C2)(C)C)(C)C)C1 ([4-(6-Methoxy-benzo[b]thiophen-2-yl)-pyrimidin-2-yl]-(2,2,6,6-tetramethyl-piperidin-4-yl)-amine). Procedure details: The title compound was prepared analogous to Method C, starting 6-methoxy-benzo[b]thiophen-2-boronic acid and (4-Chloro-pyrimidin-2-yl)-(2,2,6,6-tetramethyl-piperidin-4-yl)-amine. As a reaction SMILES: [CH3:1][O:2][C:3]1[CH:4]=[CH:5][C:6]2[CH:10]=[C:9](B(O)O)[S:8][C:7]=2[CH:14]=1.Cl[C:16]1[CH:21]=[CH:20][N:19]=[C:18]([NH:22][CH:23]2[CH2:28][C:27]([CH3:30])([CH3:29])[NH:26][C:25]([CH3:32])([CH3:31])[CH2:24]2)[N:17]=1>>[CH3:1][O:2][C:3]1[CH:4]=[CH:5][C:6]2[CH:10]=[C:9]([C:20]3[CH:21]=[CH:16][N:17]=[C:18]([NH:22][CH:23]4[CH2:28][C:27]([CH3:30])([CH3:29])[NH:26][C:25]([CH3:32])([CH3:31])[CH2:24]4)[N:19]=3)[S:8][C:7]=2[CH:14]=1. The reactants are Clc1nccc2scc(Br)c12, N, C1COCCO1. RXN SMILES: [Br:1][c:2]1[cH:3][s:4][c:5]2[c:6]1[c:7]([Cl:11])[n:8][cH:9][cH:10]2.[NH3:12].[O:13]1[CH2:14][CH2:15][O:16][CH2:17][CH2:18]1>>[Br:1][c:2]1[cH:3][s:4][c:5]2[c:6]1[c:7]([NH2:12])[n:8][cH:9][cH:10]2. Yields the product Nc1nccc2scc(Br)c12. The reactants are C(CCC)N(C1=CC(=C(C(=O)C2=C(C(=O)O)C=CC=C2)C=C1)O)CCCC (2-(4-Dibutylamino-2-hydroxybenzoyl)benzoic acid), CC1=C(C=CC(=C1)OC)NC2=CC=CC=C2 (4-methoxy-2-methyldiphenylamine), ice water. The solvent is S(O)(O)(=O)=O (sulfuric acid). Reaction conditions: time 20 hour. Product: C(CCC)N(C1=CC(=C(C=C1)C1(OC(=O)C2=CC=CC=C12)C1=C(C=CC(=C1)NC1=CC=CC=C1)OC)O)CCCC (3-(4-dibutylamino-2-hydroxyphenyl)-3-(5-anilino-2-methoxyphenyl)phthalide). RXN SMILES: [CH2:1]([N:5]([CH2:24][CH2:25][CH2:26][CH3:27])[C:6]1[CH:22]=[CH:21][C:9]([C:10]([C:12]2[CH:20]=[CH:19][CH:18]=[CH:17][C:13]=2[C:14](O)=[O:15])=[O:11])=[C:8]([OH:23])[CH:7]=1)[CH2:2][CH2:3][CH3:4].C[C:29]1[CH:34]=[C:33]([O:35][CH3:36])[CH:32]=[CH:31][C:30]=1[NH:37][C:38]1[CH:43]=[CH:42][CH:41]=[CH:40][CH:39]=1>S(=O)(=O)(O)O>[CH2:24]([N:5]([CH2:1][CH2:2][CH2:3][CH3:4])[C:6]1[CH:22]=[CH:21][C:9]([C:10]2([C:34]3[CH:29]=[C:30]([NH:37][C:38]4[CH:39]=[CH:40][CH:41]=[CH:42][CH:43]=4)[CH:31]=[CH:32][C:33]=3[O:35][CH3:36])[C:12]3[C:13](=[CH:17][CH:18]=[CH:19][CH:20]=3)[C:14](=[O:15])[O:11]2)=[C:8]([OH:23])[CH:7]=1)[CH2:25][CH2:26][CH3:27]. Procedure: There is described in Japanese Patent Laid-open No. 60-202155 that a known conventional method provides a low melting type 3-dibutylamino-6-methyl-7-anilinofluoran. The conventional method is as follows. 2-(4-Dibutylamino-2-hydroxybenzoyl)benzoic acid and 4-methoxy-2-methyldiphenylamine are dissolved in concentrated sulfuric acid, and the reaction is carried out at 0°-5° C. for 20 hours. After the reaction, the reaction mixture is poured into ice water, whereupon precipitates are formed. The pre... Starting materials: CC(C)=O, Cn1cnc2ccccc21, Ic1ccccn1. The product is [I-], C[n+]1cn(-c2ccccn2)c2ccccc21. As a reaction SMILES: [CH3:18][C:19](=[O:20])[CH3:21].[CH3:8][n:9]1[cH:10][n:11][c:12]2[c:13]1[cH:14][cH:15][cH:16][cH:17]2.[I:1][c:2]1[n:3][cH:4][cH:5][cH:6][cH:7]1>>[I-:1].[c:2]1(-[n:11]2[cH:10][n+:9]([CH3:8])[c:13]3[c:12]2[cH:17][cH:16][cH:15][cH:14]3)[n:3][cH:4][cH:5][cH:6][cH:7]1.